This data is from the Open Reaction Database (ORD), a public repository of structured organic reaction records. The task is: describe an organic reaction: reactants, conditions, products, and yield Starting materials: Cc1cc(-c2ccc(Cl)c(C)c2)nc(-c2cccc(-c3cccc(S(=O)(=O)NC(C)(C)C)c3)c2)n1, ClCCl, O=C(O)C(F)(F)F. The product is Cc1cc(-c2ccc(Cl)c(C)c2)nc(-c2cccc(-c3cccc(S(N)(=O)=O)c3)c2)n1. As a reaction SMILES: [C:1]([CH3:2])([CH3:3])([CH3:4])[NH:5][S:6](=[O:7])(=[O:8])[c:9]1[cH:10][c:11](-[c:15]2[cH:16][c:17](-[c:21]3[n:22][c:23]([CH3:35])[cH:24][c:25](-[c:27]4[cH:28][c:29]([CH3:34])[c:30]([Cl:33])[cH:31][cH:32]4)[n:26]3)[cH:18][cH:19][cH:20]2)[cH:12][cH:13][cH:14]1.[Cl:43][CH2:44][Cl:45].[F:36][C:37]([F:38])([F:39])[C:40]([OH:41])=[O:42]>>[NH2:5][S:6](=[O:7])(=[O:8])[c:9]1[cH:10][c:11](-[c:15]2[cH:16][c:17](-[c:21]3[n:22][c:23]([CH3:35])[cH:24][c:25](-[c:27]4[cH:28][c:29]([CH3:34])[c:30]([Cl:33])[cH:31][cH:32]4)[n:26]3)[cH:18][cH:19][cH:20]2)[cH:12][cH:13][cH:14]1. Reaction conditions: temperature 25 celsius, time 3 hour. Run in CN(C=O)C (N,N-dimethylformamide). The product is CC(CCN1C2C(C(=C(C1=O)C1=NS(C3=C(N1)C=CC(=C3)N(S(=O)(=O)C)C)(=O)=O)O)CCCCCC2)(C)C (N-{3-[1-(3,3-dimethyl-butyl)-4-hydroxy-2-oxo-1,2,4a,5,6,7,8,9,10,10a-decahydro-cycloocta[b]pyridin-3-yl]-1,1-dioxo-1,4-dihydro-1λ6-benzo[1,2,4]thiadiazin-7-yl}-N-methyl-methanesulfonamide). The reactants are C([O-])([O-])=O.[K+].[K+] (Potassium carbonate), IC (iodomethane), CC(CCN1C2C(C(=C(C1=O)C1=NS(C3=C(N1)C=CC(=C3)NS(=O)(=O)C)(=O)=O)O)CCCCCC2)(C)C (N-{3-[1-(3,3-Dimethyl-butyl)-4-hydroxy-2-oxo-1,2,4a,5,6,7,8,9,10,10a-decahydro-cycloocta[b]pyridin-3-yl]-1,1-dioxo-1,4-dihydro-1λ6-benzo[1,2,4]thiadiazin-7-yl}-methanesulfonamide). RXN SMILES: [CH3:1][C:2]([CH3:37])([CH3:36])[CH2:3][CH2:4][N:5]1[C:10](=[O:11])[C:9]([C:12]2[NH:17][C:16]3[CH:18]=[CH:19][C:20]([NH:22][S:23]([CH3:26])(=[O:25])=[O:24])=[CH:21][C:15]=3[S:14](=[O:28])(=[O:27])[N:13]=2)=[C:8]([OH:29])[CH:7]2[CH2:30][CH2:31][CH2:32][CH2:33][CH2:34][CH2:35][CH:6]12.[C:38](=O)([O-])[O-].[K+].[K+].IC>CN(C)C=O>[CH3:1][C:2]([CH3:37])([CH3:36])[CH2:3][CH2:4][N:5]1[C:10](=[O:11])[C:9]([C:12]2[NH:17][C:16]3[CH:18]=[CH:19][C:20]([N:22]([CH3:38])[S:23]([CH3:26])(=[O:24])=[O:25])=[CH:21][C:15]=3[S:14](=[O:28])(=[O:27])[N:13]=2)=[C:8]([OH:29])[CH:7]2[CH2:30][CH2:31][CH2:32][CH2:33][CH2:34][CH2:35][CH:6]12 |f:1.2.3|. The yield is 63.9%. Procedure details: N-{3-[1-(3,3-Dimethyl-butyl)-4-hydroxy-2-oxo-1,2,4a,5,6,7,8,9,10,10a-decahydro-cycloocta[b]pyridin-3-yl]-1,1-dioxo-1,4-dihydro-1λ6-benzo[1,2,4]thiadiazin-7-yl}-methanesulfonamide (prepared as described in Example 35b, 0.20 g, 0.36 mmol) was dissolved in N,N-dimethylformamide (12 mL). Potassium carbonate (0.10 g, 0.72 mmol) and iodomethane (0.025 mL, 0.40 mmol) were added sequentially. The reaction was stirred at 25° C. for 3 h. The reaction was quenched via the addition of 1.0 M aqueous hydrochl... Reactants: [NH2-].[Na+] (sodium amide), [NH2-].[Na+] (sodium amide), aromatic hydrocarbons, CC1=C(C=CC=C1)C(C#N)C(C)C (2-(2-methylphenyl)-3-methylbutyronitrile), Formula II, C(C)OC(CCCl)OCC (3,3-diethoxypropylchloride), aliphatic ethers, [H-].[Na+] (sodium hydride), tertiary amides. The solvent is C1(=CC=CC=C1)C (toluene), C=1(C(=CC=CC1)C)C (xylene), COCCOC (ethyleneglycol dimethylether), C1(=CC=CC=C1)C (toluene), C1=CC=CC=C1 (benzene), CN(C=O)C (dimethylformamide). The product is C(C)OC(CCC(C#N)(C1=C(C=CC=C1)C)C(C)C)OCC (5,5-diethoxy-2-isopropyl-2-(2-methylphenyl) valeronitrile), Formula III. As a reaction SMILES: [CH3:1][C:2]1[CH:7]=[CH:6][CH:5]=[CH:4][C:3]=1[CH:8]([CH:11]([CH3:13])[CH3:12])[C:9]#[N:10].[CH2:14]([O:16][CH:17]([O:21][CH2:22][CH3:23])[CH2:18][CH2:19]Cl)[CH3:15].[H-].[Na+].[NH2-].[Na+]>C1(C)C=CC=CC=1.COCCOC.CN(C)C=O.C1(C)C(C)=CC=CC=1.C1C=CC=CC=1>[CH2:14]([O:16][CH:17]([O:21][CH2:22][CH3:23])[CH2:18][CH2:19][C:8]([CH:11]([CH3:13])[CH3:12])([C:3]1[CH:4]=[CH:5][CH:6]=[CH:7][C:2]=1[CH3:1])[C:9]#[N:10])[CH3:15] |f:2.3,4.5|. Reported procedure: The alkylation of 2-(2-methylphenyl)-3-methylbutyronitrile of Formula II: ##STR3## with 3,3-diethoxypropylchloride is carried out conveniently in an inert organic solvent in the presence of an alkaline condensing agent. Suitable inert organic solvents are aromatic hydrocarbons, e.g. benzene, toluene or commercial xylene, tertiary amides, e.g. dimethylformamide, or higher-boiling aliphatic ethers, e.g. ethyleneglycol dimethylether. Preferable alkaline condensing agent is sodium hydride or sodium ... The reactants are ClCC1=CC=C(C=C1)C1(CC1)NC(C)=O (N-(1-(4-chloromethylphenyl)cyclopropyl)acetamide), Cl.Cl.N1=C(N=CC=C1)N1CCNCC1 (1-(2-pyrimidyl)piperazine dihydrochloride). Yields the product N1=C(N=CC=C1)N1CCN(CC1)CC1=CC=C(C=C1)C1(CC1)NC(C)=O (N-(1-(4-((4-(Pyrimidin-2-yl)piperazin-1-yl)methyl)phenyl)cyclopropyl)acetamide). As a reaction SMILES: Cl[CH2:2][C:3]1[CH:8]=[CH:7][C:6]([C:9]2([NH:12][C:13](=[O:15])[CH3:14])[CH2:11][CH2:10]2)=[CH:5][CH:4]=1.Cl.Cl.[N:18]1[CH:23]=[CH:22][CH:21]=[N:20][C:19]=1[N:24]1[CH2:29][CH2:28][NH:27][CH2:26][CH2:25]1>>[N:18]1[CH:23]=[CH:22][CH:21]=[N:20][C:19]=1[N:24]1[CH2:29][CH2:28][N:27]([CH2:2][C:3]2[CH:8]=[CH:7][C:6]([C:9]3([NH:12][C:13](=[O:15])[CH3:14])[CH2:11][CH2:10]3)=[CH:5][CH:4]=2)[CH2:26][CH2:25]1 |f:1.2.3|. Procedure: By similar reaction and treatment to that in Example 1(5) using N-(1-(4-chloromethylphenyl)cyclopropyl)acetamide instead of N-(4-chloromethylphenylmethyl)acetamide and 1-(2-pyrimidyl)piperazine dihydrochloride instead of phenylpiperazine, the title compound was obtained as white crystals, m.p.=145-146° C. Starting materials: IC (iodomethane), ClC=1C=C(C=CC1OC(F)(F)F)NC(=O)N1[C@H](C(N(CC1)[C@@H](CCC(=O)N1C[C@H](C2(CC2)CC1)O)CO)=O)C ((S)-4-[(S)-4-((S)-4-Hydroxy-6-aza-spiro[2.5]oct-6-yl)-1-hydroxymethyl-4-oxo-butyl]-2-methyl-3-oxo-piperazine-1-carboxylic acid (3-chloro-4-trifluoromethoxy-phenyl)-amide), IC (iodomethane). The reagents and catalysts are [Ag-]=O (silver(I) oxide). Solvent: C(C)#N (acetonitrile). Run at time 1 day. Yields the product ClC=1C=C(C=CC1OC(F)(F)F)N(C(=O)N1[C@H](C(N(CC1)[C@@H](CCC(=O)N1C[C@H](C2(CC2)CC1)O)CO)=O)C)C ((S)-4-[(S)-4-((S)-4-Hydroxy-6-aza-spiro[2.5]oct-6-yl)-1-hydroxymethyl-4-oxo-butyl]-2-methyl-3-oxo-piperazine-1-carboxylic acid (3-chloro-4-trifluoromethoxy-phenyl)-methyl-amide). Isolated yield 88.0%. Reaction SMILES: I[CH3:2].[Cl:3][C:4]1[CH:5]=[C:6]([NH:15][C:16]([N:18]2[CH2:23][CH2:22][N:21]([C@H:24]([CH2:38][OH:39])[CH2:25][CH2:26][C:27]([N:29]3[CH2:36][CH2:35][C:32]4([CH2:34][CH2:33]4)[C@H:31]([OH:37])[CH2:30]3)=[O:28])[C:20](=[O:40])[C@@H:19]2[CH3:41])=[O:17])[CH:7]=[CH:8][C:9]=1[O:10][C:11]([F:14])([F:13])[F:12]>C(#N)C.[Ag-]=O>[Cl:3][C:4]1[CH:5]=[C:6]([N:15]([CH3:2])[C:16]([N:18]2[CH2:23][CH2:22][N:21]([C@H:24]([CH2:38][OH:39])[CH2:25][CH2:26][C:27]([N:29]3[CH2:36][CH2:35][C:32]4([CH2:33][CH2:34]4)[C@H:31]([OH:37])[CH2:30]3)=[O:28])[C:20](=[O:40])[C@@H:19]2[CH3:41])=[O:17])[CH:7]=[CH:8][C:9]=1[O:10][C:11]([F:13])([F:14])[F:12]. Procedure: A solution of 0.02 ml (0.345 mmol) of iodomethane and 0.040 g (0.069 mmol) (S)-4-[(S)-4-(S)-4-hydroxy-6-aza-spiro[2.5]oct-6-yl)-1-hydroxymethyl-4-oxo-butyl]-2-methyl-3-oxo-piperazine-1-carboxylic acid (3-chloro-4-trifluoromethoxy-phenyl)-amide (example 55) in 1.5 ml of acetonitrile was cooled (0° C.) and treated with 0.023 g (0.100 mmol) of silver(I) oxide. The reaction mixture was stirred at RT for 1 day, treated again with 0.02 ml (0.345 mmol) of iodomethane and stirred for 3 days. The reactio... Procedure: Slurry 2-methyl-4H-3-thia-4,9-diaza-benzo[f]azulene-10-ylamine hydrochloride (5.2 g, 19.5 mmol) in water and add 1N sodium hydroxide (19.5 mL, 19.5 mmol). Add methanol to facilitate stirring and extract with methylene chloride. Purify the methylene chloride extracts by silica gel chromatography using 7N ammonia in methanol-methylene chloride (5%) as the eluent to give (4.13 g, 92%) of the title compound. As a reaction SMILES: Cl.[CH3:2][C:3]1[S:12][C:11]2[NH:10][C:9]3[CH:13]=[CH:14][CH:15]=[CH:16][C:8]=3[N:7]=[C:6]([NH2:17])[C:5]=2[CH:4]=1.[OH-].[Na+].CO>O>[CH3:2][C:3]1[S:12][C:11]2[NH:10][C:9]3[CH:13]=[CH:14][CH:15]=[CH:16][C:8]=3[N:7]=[C:6]([NH2:17])[C:5]=2[CH:4]=1 |f:0.1,2.3|. Solvent: O (water). Yields the product CC1=CC=2C(=NC3=C(NC2S1)C=CC=C3)N (2-Methyl-4H-3-thia-4,9-diaza-benzo[f]azulene-10-ylamine). Starting materials: Cl.CC1=CC=2C(=NC3=C(NC2S1)C=CC=C3)N (2-methyl-4H-3-thia-4,9-diaza-benzo[f]azulene-10-ylamine hydrochloride), [OH-].[Na+] (sodium hydroxide), CO (methanol). The yield is 92.4%. Reactants: O1CCOC2=C1C=CC(=C2)NC2=NC=CC(=C2)I ((2,3-dihydro-benzo[1,4]dioxin-6-yl)-(4-iodo-pyridin-2-yl)-amine), Example 401 ( b ), FC(C=1C=C(C=CC1)B(O)O)(F)F (3-(trifluoromethyl)phenylboronic acid). Reagents/catalysts: [Pd].C1(=CC=CC=C1)P(C1=CC=CC=C1)C1=CC=CC=C1.C1(=CC=CC=C1)P(C1=CC=CC=C1)C1=CC=CC=C1.C1(=CC=CC=C1)P(C1=CC=CC=C1)C1=CC=CC=C1.C1(=CC=CC=C1)P(C1=CC=CC=C1)C1=CC=CC=C1 (tetrakis (triphenylphosphine) palladium (0)). The solvent is COCCOC (1,2-dimethoxyethane). Reaction conditions: temperature 150 celsius. Yields the product O1CCOC2=C1C=CC(=C2)NC2=NC=CC(=C2)C2=CC(=CC=C2)C(F)(F)F ((2,3-Dihydro-benzo[1,4]dioxin-6-yl)-[4-(3-trifluoromethyl-phenyl)-pyridin-2-yl]-amine). RXN SMILES: [O:1]1[C:6]2[CH:7]=[CH:8][C:9]([NH:11][C:12]3[CH:17]=[C:16](I)[CH:15]=[CH:14][N:13]=3)=[CH:10][C:5]=2[O:4][CH2:3][CH2:2]1.[F:19][C:20]([F:31])([F:30])[C:21]1[CH:22]=[C:23](B(O)O)[CH:24]=[CH:25][CH:26]=1>[Pd].C1(P(C2C=CC=CC=2)C2C=CC=CC=2)C=CC=CC=1.C1(P(C2C=CC=CC=2)C2C=CC=CC=2)C=CC=CC=1.C1(P(C2C=CC=CC=2)C2C=CC=CC=2)C=CC=CC=1.C1(P(C2C=CC=CC=2)C2C=CC=CC=2)C=CC=CC=1.COCCOC>[O:1]1[C:6]2[CH:7]=[CH:8][C:9]([NH:11][C:12]3[CH:17]=[C:16]([C:25]4[CH:24]=[CH:23][CH:22]=[C:21]([C:20]([F:31])([F:30])[F:19])[CH:26]=4)[CH:15]=[CH:14][N:13]=3)=[CH:10][C:5]=2[O:4][CH2:3][CH2:2]1 |f:2.3.4.5.6|. Procedure details: Following the same procedure described for Example 401(c), the mixture of (2,3-dihydro-benzo[1,4]dioxin-6-yl)-(4-iodo-pyridin-2-yl)-amine (Example 401 (b), 75 mg, 0.2 mmol), tetrakis (triphenylphosphine) palladium (0) (Aldrich Chemical Company) (12 mg, 0.011 mmol), 3-(trifluoromethyl)phenylboronic acid (Aldrich Chemical Company) (47 mg, 0.25 mmol) and 1,2-dimethoxyethane (2 mL) gave, after heated in the Microwave Smith Synthesizer at 150° C. for 10 min and purification on a Biotage 40S column (4...